Dataset: the Open Reaction Database (ORD), a public repository of structured organic reaction records. Task: describe an organic reaction: reactants, conditions, products, and yield Reactants: CCSc1nncc2cc(Br)ccc12, O=C([O-])[O-], COCCOC, CCO, CCOC(C)=O, Cc1ccc(C(=O)NC2CC2)cc1B1OC(C)(C)C(C)(C)O1, [K+], [K+], [Pd], c1ccc(P(c2ccccc2)c2ccccc2)cc1, c1ccc(P(c2ccccc2)c2ccccc2)cc1, c1ccc(P(c2ccccc2)c2ccccc2)cc1, c1ccc(P(c2ccccc2)c2ccccc2)cc1. The product is CCSc1nncc2cc(-c3cc(C(=O)NC4CC4)ccc3C)ccc12. As a reaction SMILES: [Br:1][c:2]1[cH:3][c:4]2[cH:5][n:6][n:7][c:8]([S:12][CH2:13][CH3:14])[c:9]2[cH:10][cH:11]1.[C:37](=[O:38])([O-:39])[O-:40].[CH3:43][O:44][CH2:45][CH2:46][O:47][CH3:48].[CH3:49][CH2:50][OH:51].[CH3:52][CH2:53][O:54][C:55](=[O:56])[CH3:57].[CH:15]1([NH:18][C:19]([c:20]2[cH:21][c:22]([B:27]3[O:28][C:29]([CH3:30])([CH3:31])[C:32]([CH3:33])([CH3:34])[O:35]3)[c:23]([CH3:26])[cH:24][cH:25]2)=[O:36])[CH2:16][CH2:17]1.[K+:41].[K+:42].[Pd:58].[c:116]1([P:117]([c:118]2[cH:119][cH:120][cH:121][cH:122][cH:123]2)[c:124]2[cH:125][cH:126][cH:127][cH:128][cH:129]2)[cH:130][cH:131][cH:132][cH:133][cH:134]1.[c:59]1([P:60]([c:61]2[cH:62][cH:63][cH:64][cH:65][cH:66]2)[c:67]2[cH:68][cH:69][cH:70][cH:71][cH:72]2)[cH:73][cH:74][cH:75][cH:76][cH:77]1.[c:78]1([P:79]([c:80]2[cH:81][cH:82][cH:83][cH:84][cH:85]2)[c:86]2[cH:87][cH:88][cH:89][cH:90][cH:91]2)[cH:92][cH:93][cH:94][cH:95][cH:96]1.[c:97]1([P:98]([c:99]2[cH:100][cH:101][cH:102][cH:103][cH:104]2)[c:105]2[cH:106][cH:107][cH:108][cH:109][cH:110]2)[cH:111][cH:112][cH:113][cH:114][cH:115]1>>[c:2]1(-[c:22]2[cH:21][c:20]([C:19]([NH:18][CH:15]3[CH2:16][CH2:17]3)=[O:36])[cH:25][cH:24][c:23]2[CH3:26])[cH:3][c:4]2[cH:5][n:6][n:7][c:8]([S:12][CH2:13][CH3:14])[c:9]2[cH:10][cH:11]1. The reactants are C(C)(=O)Cl (Acetyl chloride), FC1=CC(=CC2=CC=C(C=C12)OC)CCC(C)O (4-(4-Fluoro-6-methoxy-2-naphthyl)-butan-2-ol), ice water. Solvent: N1=CC=CC=C1 (pyridine). The product is C(C)(=O)OC(C)CCC1=CC2=CC=C(C=C2C(=C1)F)OC (4-(4-Fluoro-6-methoxy-2-naphthyl)-but-2-yl acetate). Yield: 85.0%. As a reaction SMILES: [F:1][C:2]1[C:11]2[C:6](=[CH:7][CH:8]=[C:9]([O:12][CH3:13])[CH:10]=2)[CH:5]=[C:4]([CH2:14][CH2:15][CH:16]([OH:18])[CH3:17])[CH:3]=1.[C:19](Cl)(=[O:21])[CH3:20]>N1C=CC=CC=1>[C:19]([O:18][CH:16]([CH2:15][CH2:14][C:4]1[CH:3]=[C:2]([F:1])[C:11]2[C:6](=[CH:7][CH:8]=[C:9]([O:12][CH3:13])[CH:10]=2)[CH:5]=1)[CH3:17])(=[O:21])[CH3:20]. Procedure: 4-(4-Fluoro-6-methoxy-2-naphthyl)-butan-2-ol (2.8 g) was dissolved in pyridine (22 ml) and cooled in an ice-bath. Acetyl chloride (2.9 ml) was added dropwise with stirring. The solution was then stirred for 30 minutes at 0° and 1 hour at room temperature. The suspension produced was poured into ice-water (250 ml) and the product was extracted into ether. The ether was washed with dilute hydrochloric acid and sodium hydrogen carbonate solution. After drying over anhydrous sodium sulphate and solv... Starting materials: ICCC (Iodopropane), IC1=CC=C(C=N1)O (6-iodopyridin-3-ol), C([O-])(O)=O.[K+] (potassium bicarbonate), CN(C)C=O (DMF). Solvent: C(Cl)Cl (methylene chloride), O (water). Conditions: temperature 80 celsius. Yields the product IC1=NC=C(C=C1)OCCC (2-iodo-5-propoxypyridine). RXN SMILES: I[CH2:2][CH2:3][CH3:4].[I:5][C:6]1[N:11]=[CH:10][C:9]([OH:12])=[CH:8][CH:7]=1.C(=O)(O)[O-].[K+].CN(C=O)C>C(Cl)Cl.O>[I:5][C:6]1[CH:7]=[CH:8][C:9]([O:12][CH2:2][CH2:3][CH3:4])=[CH:10][N:11]=1 |f:2.3|. Procedure details: Iodopropane (0.18 mL, 1.8 mmol) was added dropwise to a mixture comprising 6-iodopyridin-3-ol (0.32 g, 1.14 mmol), potassium bicarbonate (0.23 g, 1.7 mmol) and DMF (2 mL). The mixture was heated at 80° C. for 1 hour, cooled and diluted with methylene chloride and water. The aqueous layer was separated and extracted with methylene chloride (20 mL). The combined organic layers were washed with water 30 mL, dried (MgSO4) and concentrated under reduced pressure to provide 2-iodo-5-propoxypyridine. M...